describe an organic reaction: reactants, conditions, products, and yield From a dataset of the Open Reaction Database (ORD), a public repository of structured organic reaction records. Reactants: [BH4-], N#CCOc1cccc2c1CCC=C2, CCO, [Na+]. The product is N#CCOc1cccc2c1CCCC2. Reaction SMILES: [BH4-:15].[C:1](#[N:2])[CH2:3][O:4][c:5]1[c:6]2[c:11]([cH:12][cH:13][cH:14]1)[CH:10]=[CH:9][CH2:8][CH2:7]2.[CH3:17][CH2:18][OH:19].[Na+:16]>>[C:1](#[N:2])[CH2:3][O:4][c:5]1[c:6]2[c:11]([cH:12][cH:13][cH:14]1)[CH2:10][CH2:9][CH2:8][CH2:7]2.